This data is from the Open Reaction Database (ORD), a public repository of structured organic reaction records. The task is: describe an organic reaction: reactants, conditions, products, and yield Product: COC(C1=C(C=CC=C1)F)OC (2-Fluorobenzaldehyde dimethylacetal). As a reaction SMILES: [F:1][C:2]1C=[CH:8][CH:7]=[CH:6][C:3]=1C=O.[CH3:10][O:11][C:12]([O:15][CH3:16])(C)[CH3:13].C1(C)C=CC(S(O)(=O)=O)=CC=1>C(OCC)C>[CH3:10][O:11][CH:12]([O:15][CH3:16])[C:13]1[CH:8]=[CH:7][CH:6]=[CH:3][C:2]=1[F:1]. Procedure: A mixture of 12.2 g of 2-fluorobenzaldehyde, 15 ml of 2,2-dimethoxypropane and 0.1 g of 4-toluenesulphonic acid was stirred at room temperature. After 24 hours, diethyl ether was added and the resultant solution washed with saturated sodium bicarbonate solution. Drying and evaporation of the organic phase gave the crude acetal. Distillation under vacuum at 90°-95° C./0.08 mm yielded the title compound as a colourless oil. Run in C(C)OCC (diethyl ether). Starting materials: FC1=C(C=O)C=CC=C1 (2-fluorobenzaldehyde), COC(C)(C)OC (2,2-dimethoxypropane), C1(=CC=C(C=C1)S(=O)(=O)O)C (4-toluenesulphonic acid). Conditions: time 24 hour. Starting materials: CC(C)N1CCNCC1, CC(C)(C)OC(=O)n1ncc2cc(Nc3nc(-c4cccc(NC(=O)CCl)c4)nc4ccccc34)ccc21, CN(C)C=O. Product: CC(C)N1CCN(CCC(=O)Nc2cccc(-c3nc(Nc4ccc5c(cnn5C(=O)OC(C)(C)C)c4)c4ccccc4n3)c2)CC1. Reaction SMILES: [CH:39]([CH3:40])([CH3:41])[N:42]1[CH2:43][CH2:44][NH:45][CH2:46][CH2:47]1.[Cl:1][CH2:2][C:3](=[O:4])[NH:5][c:6]1[cH:7][c:8](-[c:12]2[n:13][c:14]3[cH:15][cH:16][cH:17][cH:18][c:19]3[c:20]([NH:22][c:23]3[cH:24][c:25]4[cH:26][n:27][n:28]([C:32](=[O:33])[O:34][C:35]([CH3:36])([CH3:37])[CH3:38])[c:29]4[cH:30][cH:31]3)[n:21]2)[cH:9][cH:10][cH:11]1.[O:48]=[CH:49][N:50]([CH3:51])[CH3:52]>>[CH2:2]([C:3](=[O:4])[NH:5][c:6]1[cH:7][c:8](-[c:12]2[n:13][c:14]3[cH:15][cH:16][cH:17][cH:18][c:19]3[c:20]([NH:22][c:23]3[cH:24][c:25]4[cH:26][n:27][n:28]([C:32](=[O:33])[O:34][C:35]([CH3:36])([CH3:37])[CH3:38])[c:29]4[cH:30][cH:31]3)[n:21]2)[cH:9][cH:10][cH:11]1)[CH2:49][N:45]1[CH2:44][CH2:43][N:42]([CH:39]([CH3:40])[CH3:41])[CH2:47][CH2:46]1. Starting materials: CCO, CCOC(=O)c1cc(I)ccc1OCCC(C)C, [Na+], [OH-], O. Yields the product CC(C)CCOc1ccc(I)cc1C(=O)O. As a reaction SMILES: [CH3:21][CH2:22][OH:23].[I:1][c:2]1[cH:3][cH:4][c:5]([O:13][CH2:14][CH2:15][CH:16]([CH3:17])[CH3:18])[c:6]([C:7](=[O:8])[O:9][CH2:10][CH3:11])[cH:12]1.[Na+:20].[OH-:19].[OH2:24]>>[I:1][c:2]1[cH:3][cH:4][c:5]([O:13][CH2:14][CH2:15][CH:16]([CH3:17])[CH3:18])[c:6]([C:7](=[O:8])[OH:9])[cH:12]1. The reactants are COC(=O)C=1N=C(C2=CC(=CC=C2C1O)OC1=CC=CC=C1)C=1C=NC=C(C1)F (1-(5-fluoro-pyridin-3-yl)-4-hydroxy-7-phenoxy-isoquinoline-3-carboxylic acid methyl ester), NCCCCC(=O)O (5-aminovaleric acid), C[O-].[Na+] (NaOMe). The product is FC=1C=C(C=NC1)C1=NC(=C(C2=CC=C(C=C12)OC1=CC=CC=C1)O)C(=O)NCCCCC(=O)O (5-{[1-(5-Fluoro-pyridin-3-yl)-4-hydroxy-7-phenoxy-isoquinoline-3-carbonyl]-amino}-pentanoic acid). Isolated yield 53.4%. Reaction SMILES: CO[C:3]([C:5]1[N:6]=[C:7]([C:23]2[CH:24]=[N:25][CH:26]=[C:27]([F:29])[CH:28]=2)[C:8]2[C:13]([C:14]=1[OH:15])=[CH:12][CH:11]=[C:10]([O:16][C:17]1[CH:22]=[CH:21][CH:20]=[CH:19][CH:18]=1)[CH:9]=2)=[O:4].[NH2:30][CH2:31][CH2:32][CH2:33][CH2:34][C:35]([OH:37])=[O:36].C[O-].[Na+]>>[F:29][C:27]1[CH:28]=[C:23]([C:7]2[C:8]3[C:13](=[CH:12][CH:11]=[C:10]([O:16][C:17]4[CH:22]=[CH:21][CH:20]=[CH:19][CH:18]=4)[CH:9]=3)[C:14]([OH:15])=[C:5]([C:3]([NH:30][CH2:31][CH2:32][CH2:33][CH2:34][C:35]([OH:37])=[O:36])=[O:4])[N:6]=2)[CH:24]=[N:25][CH:26]=1 |f:2.3|. Procedure: A mixture of 1-(5-fluoro-pyridin-3-yl)-4-hydroxy-7-phenoxy-isoquinoline-3-carboxylic acid methyl ester (50 mg, 0.13 mmol), 5-aminovaleric acid (751 mg, 6.41 mmol) and NaOMe (10 mL, 5.13 mmol, 0.5 M in MeOH) was refluxed for 16 h. After cooling the mixture to r.t., the solvent was evaporated. The residue was partitioned between water and EtOAc. 1 M HCl was added with vigorous stirring until pH was ˜2. The organic layer was dried over MgSO4 and concentrated. The crude product was purified by colum...